From a dataset of the Open Reaction Database (ORD), a public repository of structured organic reaction records. describe an organic reaction: reactants, conditions, products, and yield The reactants are [OH-].[Na+] (sodium hydroxide), C(C)OC=1C=C(C(=O)OC)C=CC1C=1C=NN(C1)C (methyl 3-ethoxy-4-(1-methylpyrazol-4-yl)benzoate), O.Cl (hydrochloric acid water). Solvent: CCOC(=O)C.CCCCCC (EtOAc hexane). Reaction conditions: time 8 hour. Yields the product C(C)OC=1C=C(C(=O)O)C=CC1C=1C=NN(C1)C (3-Ethoxy-4-(1-methylpyrazol-4-yl)benzoic acid). Reaction SMILES: [OH-].[Na+].[CH2:3]([O:5][C:6]1[CH:7]=[C:8]([CH:13]=[CH:14][C:15]=1[C:16]1[CH:17]=[N:18][N:19]([CH3:21])[CH:20]=1)[C:9]([O:11]C)=[O:10])[CH3:4].O.Cl>CCOC(C)=O.CCCCCC>[CH2:3]([O:5][C:6]1[CH:7]=[C:8]([CH:13]=[CH:14][C:15]=1[C:16]1[CH:17]=[N:18][N:19]([CH3:21])[CH:20]=1)[C:9]([OH:11])=[O:10])[CH3:4] |f:0.1,3.4,5.6|. Reported procedure: Aqueous 5 N sodium hydroxide solution (0.6 mL, 3.0 mmol) was added to a methano chloroform (1/1) solution (5 mL) of methyl 3-ethoxy-4-(1-methylpyrazol-4-yl)benzoate (149 mg, 0.57 mmol), and stirred overnight at room temperature. 5 N hydrochloric acid water (0.6 mL, 3.0 mmol) was added to the reaction liquid. The aqueous layer was extracted twice with chloroform, washed with saturated saline water, and dried with magnesium sulfate. The solution was filtered and concentrated under reduced pressure... Reactants: NC=1C=NC2=CC=CC=C2C1S (3-amino-4-mercapto-quinoline), C(=O)O (formic acid), S(=O)(=O)([O-])S(=O)[O-].[Na+].[Na+] (sodium pyrosulfite), [OH-].[Na+] (sodium hydroxide). Solvent: O (water), Cl (hydrochloric acid). Product: S1C=NC=2C=NC=3C=CC=CC3C21 (thiazolo[4,5-c]quinoline). Isolated yield 80.0%. Reaction SMILES: [NH2:1][C:2]1[CH:3]=[N:4][C:5]2[C:10]([C:11]=1[SH:12])=[CH:9][CH:8]=[CH:7][CH:6]=2.[CH:13](O)=O.S(S([O-])=O)([O-])(=O)=O.[Na+].[Na+].[OH-].[Na+]>O.Cl>[S:12]1[C:11]2[C:10]3[CH:9]=[CH:8][CH:7]=[CH:6][C:5]=3[N:4]=[CH:3][C:2]=2[N:1]=[CH:13]1 |f:2.3.4,5.6|. Reported procedure: A mixture of 17.62 g (0.1 mole) of 3-amino-4-mercapto-quinoline, 150 ml of 100% formic acid and 1.5 g of sodium pyrosulfite is refluxed for 3 hours. The reaction mixture is cooled, diluted with a mixture of 800 ml of water and 40 ml of concentrated hydrochloric acid, made alkaline to pH 10 by adding a sodium hydroxide solution and extracted three times with 200 ml of benzene each. The benzene solution is evaporated. Thus 15.0 g of thiazolo[4,5-c]quinoline are obtained, m.p.: 114°-116° C., yield ... Starting materials: [Al+3], [BH4-], O=C([O-])C(O)C(O)C(=O)[O-], CCO, CCOC(=O)C(NC=O)=C1CCC2C3CC=C4C=C(OC)CCC4(C)C3(O)CCC12C, [H-], [H-], [H-], [H-], [K+], [Li+], [Na+], [Na+], C1CCOC1. The product is COC1=CC2=CCC3C4CCC(=C(CO)NC=O)C4(C)CCC3(O)C2(C)CC1. Reaction SMILES: [Al+3:4].[BH4-:1].[C:40]([CH:41]([CH:42]([C:43]([O-:44])=[O:45])[OH:46])[OH:47])([O-:48])=[O:49].[CH3:57][CH2:58][OH:59].[CH:9](=[O:10])[NH:11][C:12]([C:13](=[O:14])[O:15][CH2:16][CH3:17])=[C:18]1[CH2:19][CH2:20][CH:21]2[CH:22]3[CH2:23][CH:24]=[C:25]4[CH:26]=[C:27]([O:38][CH3:39])[CH2:28][CH2:29][C:30]4([CH3:31])[C:32]3([OH:37])[CH2:33][CH2:34][C:35]12[CH3:36].[H-:3].[H-:6].[H-:7].[H-:8].[K+:50].[Li+:5].[Na+:2].[Na+:51].[O:52]1[CH2:53][CH2:54][CH2:55][CH2:56]1>>[CH:9](=[O:10])[NH:11][C:12]([CH2:13][OH:14])=[C:18]1[CH2:19][CH2:20][CH:21]2[CH:22]3[CH2:23][CH:24]=[C:25]4[CH:26]=[C:27]([O:38][CH3:39])[CH2:28][CH2:29][C:30]4([CH3:31])[C:32]3([OH:37])[CH2:33][CH2:34][C:35]12[CH3:36]. The reactants are BrC1=CC=2C3=C(C=NC2C=C1)N(C(N3C=3C(=NN(C3)C)C)=O)C (8-bromo-1-(1,3-dimethyl-1H-pyrazol-4-yl)-3-methyl-1,3-dihydro-imidazo[4,5-c]quinolin-2-one), BrC1=CC=2C3=C(C=NC2C=C1)N(C(N3C=3C(=NN(C3)C)C)=O)C (8-bromo-1-(1,3-dimethyl-1H-pyrazol-4-yl)-3-methyl-1,3-dihydro-imidazo[4,5-c]quinolin-2-one), COC=1C=C(C=CC1OCCOC)B1OC(C(O1)(C)C)(C)C (2-[3-methoxy-4-(2-methoxy-ethoxy)-phenyl]-4,4,5,5-tetramethyl-[1,3,2]dioxaborolane). The product is CN1N=C(C(=C1)N1C(N(C=2C=NC=3C=CC(=CC3C21)C2=CC(=C(C=C2)OCCOC)OC)C)=O)C (1-(1,3-Dimethyl-1H-pyrazol-4-yl)-8-[3-methoxy-4-(2-methoxy-ethoxy)-phenyl]-3-methyl-1,3-dihydro-imidazo[4,5-c]quinolin-2-one). As a reaction SMILES: Br[C:2]1[CH:11]=[CH:10][C:9]2[N:8]=[CH:7][C:6]3[N:12]([CH3:23])[C:13](=[O:22])[N:14]([C:15]4[C:16]([CH3:21])=[N:17][N:18]([CH3:20])[CH:19]=4)[C:5]=3[C:4]=2[CH:3]=1.[CH3:24][O:25][C:26]1[CH:27]=[C:28](B2OC(C)(C)C(C)(C)O2)[CH:29]=[CH:30][C:31]=1[O:32][CH2:33][CH2:34][O:35][CH3:36]>>[CH3:20][N:18]1[CH:19]=[C:15]([N:14]2[C:5]3[C:4]4[CH:3]=[C:2]([C:28]5[CH:29]=[CH:30][C:31]([O:32][CH2:33][CH2:34][O:35][CH3:36])=[C:26]([O:25][CH3:24])[CH:27]=5)[CH:11]=[CH:10][C:9]=4[N:8]=[CH:7][C:6]=3[N:12]([CH3:23])[C:13]2=[O:22])[C:16]([CH3:21])=[N:17]1. Reported procedure: The title compound was synthesized in a similar manner as described for Example 1.1 using 8-bromo-1-(1,3-dimethyl-1H-pyrazol-4-yl)-3-methyl-1,3-dihydro-imidazo[4,5-c]quinolin-2-one (Intermediate A, 39 mg, 0.105 mmol) and 2-[3-methoxy-4-(2-methoxy-ethoxy)-phenyl]-4,4,5,5-tetramethyl-[1,3,2]dioxaborolane (Stage 30.1.1, 39 mg, 0.126 mmol) to give the title compound as a white solid. (HPLC: tR 2.71 min (Method A); M+H=474 MS-ES; 1H-NMR (d6-DMSO, 400 MHz) 8.93 (s, 1H), 8.15-8.02 (m, 2H), 7.97-7.89 (m...